This data is from the Open Reaction Database (ORD), a public repository of structured organic reaction records. The task is: describe an organic reaction: reactants, conditions, products, and yield Procedure details: 550 parts by weight of this xylose was mixed with 27,000 parts by weight of a culture medium (10 g/l of peptone, 5 g/l of yeast extract, 2 g/l of meat extract, 5 g/l of NaCl, 2 g/l of cysteine hydrochloride and 5 g/l of calcium carbonate), and the mixture formed was injected into a pressure bottle. After the gaseous-phase portion in the bottle was displaced with nitrogen gas, the bottle was hermetically closed with a butyl rubber stopper, which was then treated in an autoclave (121° C., 98 kPa p... Starting materials: O=C[C@H](O)[C@@H](O)[C@H](O)CO (xylose), [Na+].[Cl-] (NaCl), Cl.N[C@@H](CS)C(=O)O (cysteine hydrochloride), C([O-])([O-])=O.[Ca+2] (calcium carbonate), butyl rubber. The product is C1(=CC=CC=C1)C(C(=O)O)(O)C (phenyllactic acid). Run at temperature 30 celsius. Reaction SMILES: O=[CH:2][C@@H:3]([C@H:5]([C@@H:7]([CH2:9]O)O)O)[OH:4].[Na+].[Cl-].Cl.N[C@H:15]([C:18](O)=O)[CH2:16]S.[C:21](=[O:24])([O-])[O-:22].[Ca+2]>>[C:5]1([C:3]([CH3:2])([OH:4])[C:21]([OH:22])=[O:24])[CH:18]=[CH:15][CH:16]=[CH:9][CH:7]=1 |f:1.2,3.4,5.6|. The reactants are ClC=1C=C(C=C(C1)Cl)SC1=C(C(=NN1C(C)C)CO)COCC1=CC=NC=C1 (5-(3,5-Dichlorophenylthio)-1-isopropyl-4-[(4-pyridyl)methoxymethyl]-1H-pyrazole-3-methanol), ClC(C(=O)N=C=O)(Cl)Cl (trichloroacetyl isocyanate). Solvent: ClCCl (dichloromethane). Conditions: temperature 0 celsius, time 2 hour. The product is ClC=1C=C(C=C(C1)Cl)SC1=C(C(=NN1C(C)C)COC(N)=O)COCC1=CC=NC=C1 (carbamic acid [5-(3,5-dichlorophenylthio)-1-isopropyl-4-[(4-pyridyl)methoxymethyl]-1H-pyrazol-3-yl]methyl ester). Yield: 42.7%. As a reaction SMILES: [Cl:1][C:2]1[CH:3]=[C:4]([S:9][C:10]2[N:14]([CH:15]([CH3:17])[CH3:16])[N:13]=[C:12]([CH2:18][OH:19])[C:11]=2[CH2:20][O:21][CH2:22][C:23]2[CH:28]=[CH:27][N:26]=[CH:25][CH:24]=2)[CH:5]=[C:6]([Cl:8])[CH:7]=1.ClC(Cl)(Cl)[C:31]([N:33]=C=O)=[O:32]>ClCCl>[Cl:1][C:2]1[CH:3]=[C:4]([S:9][C:10]2[N:14]([CH:15]([CH3:16])[CH3:17])[N:13]=[C:12]([CH2:18][O:19][C:31](=[O:32])[NH2:33])[C:11]=2[CH2:20][O:21][CH2:22][C:23]2[CH:24]=[CH:25][N:26]=[CH:27][CH:28]=2)[CH:5]=[C:6]([Cl:8])[CH:7]=1. Procedure: To a solution of 120 mg of 5-(3,5-Dichlorophenylthio)-1-isopropyl-4-[(4-pyridyl)methoxymethyl]-1H-pyrazole-3-methanol in 1 ml of dichloromethane at 0° C. was added 11 mg of trichloroacetyl isocyanate. The mixture was stirred for 2 h at 0° C. then the solvent was removed. The residue was dissolved in 2 ml of methanol and 1 ml of water, 100 mg of potassium carbonate added, and the mixture stirred at room temperature for 1 h. The mixture was partitioned between ethyl acetate and water. The combined... The reactants are CCO, CC1(c2ncc(Cn3cc([N+](=O)[O-])cn3)s2)OCCO1, [Cl-], [Fe], N#N, [NH4+], O. Product: CC1(c2ncc(Cn3cc(N)cn3)s2)OCCO1. Reaction SMILES: [CH3:25][CH2:26][OH:27].[CH3:3][C:4]1([c:9]2[s:10][c:11]([CH2:14][n:15]3[n:16][cH:17][c:18]([N+:20]([O-:21])=[O:22])[cH:19]3)[cH:12][n:13]2)[O:5][CH2:6][CH2:7][O:8]1.[Cl-:23].[Fe:29].[N:1]#[N:2].[NH4+:24].[OH2:28]>>[CH3:3][C:4]1([c:9]2[s:10][c:11]([CH2:14][n:15]3[n:16][cH:17][c:18]([NH2:20])[cH:19]3)[cH:12][n:13]2)[O:5][CH2:6][CH2:7][O:8]1.